describe an organic reaction: reactants, conditions, products, and yield From a dataset of the Open Reaction Database (ORD), a public repository of structured organic reaction records. Starting materials: CS(C)=O, CCN(C(C)C)C(C)C, O, c1ccc(-c2csc(N3CCNCC3)n2)cc1, O=C(Nc1ccc(-n2ccnc2)cc1)OCC(Cl)(Cl)Cl. The product is O=C(Nc1ccc(-n2ccnc2)cc1)N1CCN(c2nc(-c3ccccc3)cs2)CC1. RXN SMILES: [CH3:47][S:48]([CH3:49])=[O:50].[CH:38]([N:39]([CH:40]([CH3:41])[CH3:42])[CH2:43][CH3:44])([CH3:45])[CH3:46].[OH2:51].[c:21]1(-[c:27]2[n:28][c:29]([N:32]3[CH2:33][CH2:34][NH:35][CH2:36][CH2:37]3)[s:30][cH:31]2)[cH:22][cH:23][cH:24][cH:25][cH:26]1.[n:1]1(-[c:6]2[cH:7][cH:8][c:9]([NH:12][C:13]([O:14][CH2:15][C:16]([Cl:17])([Cl:18])[Cl:19])=[O:20])[cH:10][cH:11]2)[cH:2][n:3][cH:4][cH:5]1>>[n:1]1(-[c:6]2[cH:7][cH:8][c:9]([NH:12][C:13](=[O:20])[N:35]3[CH2:34][CH2:33][N:32]([c:29]4[n:28][c:27](-[c:21]5[cH:22][cH:23][cH:24][cH:25][cH:26]5)[cH:31][s:30]4)[CH2:37][CH2:36]3)[cH:10][cH:11]2)[cH:2][n:3][cH:4][cH:5]1. Reactants: CN(C=O)C (N,N-dimethylformamide), C(CC)C=1SC(=C(N1)C)C(=O)O (2-propyl-4-methylthiazole-5-carboxylic acid), C(=O)(Cl)Cl (phosgene). Run in C=1(C(=CC=CC1)C)C (xylene). Product: C(CC)C=1SC(=C(N1)C)C(=O)Cl (2-propyl-4 -methylthiazole-5-carboxylic acid chloride). RXN SMILES: [CH2:1]([C:4]1[S:5][C:6]([C:10]([OH:12])=O)=[C:7]([CH3:9])[N:8]=1)[CH2:2][CH3:3].CN(C)C=O.C(Cl)([Cl:20])=O>C1(C)C(C)=CC=CC=1>[CH2:1]([C:4]1[S:5][C:6]([C:10]([Cl:20])=[O:12])=[C:7]([CH3:9])[N:8]=1)[CH2:2][CH3:3]. Reported procedure: In a 200-ml three-neck flask, 15.0 g (0.08 mole) of 2-propyl-4-methylthiazole-5-carboxylic acid were suspended in 100 ml of xylene, followed by the addition of 0.05 g of N,N-dimethylformamide. Under heating and reflux, phosgene was blown at a flow rate of 1.5 l/hr for 3 hours (0.20 mole). After completion of the reaction, the reaction mixture was filtered and the filtrate was concentrated to obtain 16.2 g of 2-propyl-4 -methylthiazole-5-carboxylic acid chloride. Its purity and yield were 97.3% a...